This data is from the Open Reaction Database (ORD), a public repository of structured organic reaction records. The task is: describe an organic reaction: reactants, conditions, products, and yield The reactants are NC=1C(=CC(=C(C1)N1C=C(C(C2=CC(=C(C(=C12)[N+](=O)[O-])F)F)=O)C(=O)O)F)F (1-(5-Amino-2,4-difluorophenyl)-6,7-difluoro-8-nitro-4-oxo-1,4-dihydroquinoline-3-carboxylic acid), aqueous solution, CN (methylamine). Solvent: N1=CC=CC=C1 (pyridine). Run at time 8 hour. Product: CN.NC=1C(=CC(=C(C1)N1C=C(C(C2=CC(=C(C(=C12)[N+](=O)[O-])NC)F)=O)C(=O)O)F)F (1-(5-Amino-2,4-difluorophenyl)-6-fluoro-7-methylamino-8-nitro-4-oxo-1,4-dihydroquinoline-3-carboxylic Acid Methylamine Salt). As a reaction SMILES: [NH2:1][C:2]1[C:3]([F:28])=[CH:4][C:5]([F:27])=[C:6]([N:8]2[C:17]3[C:12](=[CH:13][C:14]([F:22])=[C:15](F)[C:16]=3[N+:18]([O-:20])=[O:19])[C:11](=[O:23])[C:10]([C:24]([OH:26])=[O:25])=[CH:9]2)[CH:7]=1.[CH3:29][NH2:30]>N1C=CC=CC=1>[CH3:2][NH2:1].[NH2:1][C:2]1[C:3]([F:28])=[CH:4][C:5]([F:27])=[C:6]([N:8]2[C:17]3[C:12](=[CH:13][C:14]([F:22])=[C:15]([NH:30][CH3:29])[C:16]=3[N+:18]([O-:20])=[O:19])[C:11](=[O:23])[C:10]([C:24]([OH:26])=[O:25])=[CH:9]2)[CH:7]=1 |f:3.4|. Procedure: 1-(5-Amino-2,4-difluorophenyl)-6,7-difluoro-8-nitro-4-oxo-1,4-dihydroquinoline-3-carboxylic acid (200 mg) and a 40% aqueous solution (172 mg) of methylamine were added to pyridine (1 ml), and the mixture was stirred overnight at room temperature. The solvent was distilled off under reduced pressure, and ethanol was added to the residue to collect solids by filtration. The solids were washed successively with ethanol and diethyl ether to obtain the title compound (122 mg) as an orange powder. RXN SMILES: [C:5]([CH3:6])(=[O:7])[NH:8][c:9]1[c:10]([F:31])[cH:11][c:12]([N+:28]([O-:29])=[O:30])[c:13]([O:14][c:15]2[c:16]([O:17][CH2:18][C:19](=[O:20])[O:21][CH3:22])[cH:23][cH:24][cH:25][cH:26]2)[cH:27]1.[CH3:1][C:2](=[O:3])[OH:4].[Fe:32].[OH2:33]>>[C:5]([CH3:6])(=[O:7])[NH:8][c:9]1[c:10]([F:31])[cH:11][c:12]([NH2:28])[c:13]([O:14][c:15]2[c:16]([O:17][CH2:18][C:19](=[O:20])[O:21][CH3:22])[cH:23][cH:24][cH:25][cH:26]2)[cH:27]1. Yields the product COC(=O)COc1ccccc1Oc1cc(NC(C)=O)c(F)cc1N. Reactants: COC(=O)COc1ccccc1Oc1cc(NC(C)=O)c(F)cc1[N+](=O)[O-], CC(=O)O, [Fe], O. Starting materials: ClC1=NC=C(C=C1C(=O)N[C@@H](C)C1=CC=C(C(=O)OC)C=C1)Cl (Methyl 4-((1S)-1-{[(2,5-dichloropyridin-3-yl)carbonyl]amino}ethyl)benzoate), ClC=1C=C(C=CC1Cl)O (3,4-dichlorophenol). Product: ClC=1C=C(C(=NC1)OC1=CC(=C(C=C1)Cl)Cl)C(=O)N[C@@H](C)C1=CC=C(C(=O)OC)C=C1 (Methyl 4-[(1S)-1-({[5-chloro-2-(3,4-dichlorophenoxy)pyridin-3-yl]carbonyl}amino)ethyl]benzoate). Reaction SMILES: Cl[C:2]1[C:7]([C:8]([NH:10][C@H:11]([C:13]2[CH:22]=[CH:21][C:16]([C:17]([O:19][CH3:20])=[O:18])=[CH:15][CH:14]=2)[CH3:12])=[O:9])=[CH:6][C:5]([Cl:23])=[CH:4][N:3]=1.[Cl:24][C:25]1[CH:26]=[C:27]([OH:32])[CH:28]=[CH:29][C:30]=1[Cl:31]>>[Cl:23][C:5]1[CH:6]=[C:7]([C:8]([NH:10][C@H:11]([C:13]2[CH:22]=[CH:21][C:16]([C:17]([O:19][CH3:20])=[O:18])=[CH:15][CH:14]=2)[CH3:12])=[O:9])[C:2]([O:32][C:27]2[CH:28]=[CH:29][C:30]([Cl:31])=[C:25]([Cl:24])[CH:26]=2)=[N:3][CH:4]=1. Procedure details: The title compound was prepared according to the procedure described in step 2 of Example 45 from methyl 4-((1S)-1-{[(2,5-dichloropyridin-3-yl)carbonyl]amino}ethyl)benzoate (step 1 of Example 48) and 3,4-dichlorophenol: 1H-NMR (CDCl3) δ 8.52 (1H, d, J=2.6 Hz), 8.13 (1H, d, J=2.8 Hz), 8.00 (2H, dd, J=6.7, 1.9 Hz), 7.93 (1H, d, J=7.4 Hz), 7.51 (1H, d, J=8.7 Hz), 7.42 (2H, d, J=8.1 Hz), 7.30 (1H, d, J=2.6 Hz), 7.03 (1H, dd, J=8.7, 2.6 Hz), 5.42–5.31 (1H, m), 3.90 (3H, s), 1.60 (3H, d, J=6.9 Hz).